The task is: describe an organic reaction: reactants, conditions, products, and yield. This data is from the Open Reaction Database (ORD), a public repository of structured organic reaction records. Starting materials: Cl (HCl), C12C(C3CC(CC(C1)C3)C2)NC(=O)N2CCC3(CC2)CNCC2=CC=CC=C23 (N-(2-adamantyl)-2,3-dihydro-1H-spiro[isoquinoline-4,4′-piperidine]-1′-carboxamide), CCN(C(C)C)C(C)C (i-Pr2NEt), CN=C=O (Methyl isocyanate). Run in C(Cl)Cl (CH2Cl2). Conditions: time 8 hour. Product: C12C(C3CC(CC(C1)C3)C2)NC(=O)N2CCC3(CC2)CN(CC2=CC=CC=C23)C(=O)NC (N1′(2-adamantyl)-N2-methyl-1H-spiro[isoquinoline-4,4′-piperidine]-1′,2(3H)-dicarboxamide). Isolated yield 44.1%. RXN SMILES: [CH:1]12[CH2:10][CH:5]3[CH2:6][CH:7]([CH2:9][CH:3]([CH2:4]3)[CH:2]1[NH:11][C:12]([N:14]1[CH2:19][CH2:18][C:17]3([C:28]4[C:23](=[CH:24][CH:25]=[CH:26][CH:27]=4)[CH2:22][NH:21][CH2:20]3)[CH2:16][CH2:15]1)=[O:13])[CH2:8]2.CCN(C(C)C)C(C)C.[CH3:38][N:39]=[C:40]=[O:41].Cl>C(Cl)Cl>[CH:1]12[CH2:10][CH:5]3[CH2:6][CH:7]([CH2:9][CH:3]([CH2:4]3)[CH:2]1[NH:11][C:12]([N:14]1[CH2:19][CH2:18][C:17]3([C:28]4[C:23](=[CH:24][CH:25]=[CH:26][CH:27]=4)[CH2:22][N:21]([C:40]([NH:39][CH3:38])=[O:41])[CH2:20]3)[CH2:16][CH2:15]1)=[O:13])[CH2:8]2. Procedure: A vial was charged with N-(2-adamantyl)-2,3-dihydro-1H-spiro[isoquinoline-4,4′-piperidine]-1′-carboxamide (15 mg, 40 μmol), i-Pr2NEt (11 μL, 60 μmol) and CH2Cl2 (1 mL). Methyl isocyanate (3 μL, 43 μmol) was added and the mixture was stirred overnight at rt. A 10-mL Chem-Elut cartridge was wetted with 5% aq HCl (6 mL) and allowed to stand for 5 min. The reaction mixture was applied to the cartridge and eluted with ether (20 mL). The eluate was evaporated to dryness and the residue was purified by...